From a dataset of the Open Reaction Database (ORD), a public repository of structured organic reaction records. describe an organic reaction: reactants, conditions, products, and yield As a reaction SMILES: [N:1]1([CH:7]2[CH2:10][N:9]([C:11]([C:13]3[S:17][C:16]4[CH:18]=[C:19]([C:22]([F:25])([F:24])[F:23])[CH:20]=[CH:21][C:15]=4[CH:14]=3)=[O:12])[CH2:8]2)[CH2:6][CH2:5][NH:4][CH2:3][CH2:2]1.Br[C:27]1[N:32]=[CH:31][CH:30]=[CH:29][N:28]=1.C([O-])([O-])=O.[K+].[K+]>C1COCC1.O>[N:28]1[CH:29]=[CH:30][CH:31]=[N:32][C:27]=1[N:4]1[CH2:5][CH2:6][N:1]([CH:7]2[CH2:10][N:9]([C:11]([C:13]3[S:17][C:16]4[CH:18]=[C:19]([C:22]([F:23])([F:25])[F:24])[CH:20]=[CH:21][C:15]=4[CH:14]=3)=[O:12])[CH2:8]2)[CH2:2][CH2:3]1 |f:2.3.4|. Reactants: N1(CCNCC1)C1CN(C1)C(=O)C1=CC2=C(S1)C=C(C=C2)C(F)(F)F ((3-(piperazin-1-yl)azetidin-1-yl)(6-(trifluoromethyl)benzo[b]thiophen-2-yl)methanone), BrC1=NC=CC=N1 (2-bromopyrimidine), C(=O)([O-])[O-].[K+].[K+] (K2CO3). The solvent is C1CCOC1 (THF), O (water). Product: N1=C(N=CC=C1)N1CCN(CC1)C1CN(C1)C(=O)C1=CC2=C(S1)C=C(C=C2)C(F)(F)F ((3-(4-(pyrimidin-2-yl)piperazin-1-yl)azetidin-1-yl)(6-(trifluoromethyl)benzo[b]thiophen-2-yl)methanone). Procedure details: A mixture of (3-(piperazin-1-yl)azetidin-1-yl)(6-(trifluoromethyl)benzo[b]thiophen-2-yl)methanone (0.14 mmol, 50 mg), 2-bromopyrimidine (0.23 mmol, 37 mg), and K2CO3 (0.34 mmol, 47 mg) in THF (3 mL) and water (1.5 mL) was refluxed for 8 h. Following workup and extraction, the residue was purified by flash column chromatography (silica gel, 3% methanol/CH2Cl2) to yield (3-(4-(pyrimidin-2-yl)piperazin-1-yl)azetidin-1-yl)(6-(trifluoromethyl)benzo[b]thiophen-2-yl)methanone as a white solid.